From a dataset of the Open Reaction Database (ORD), a public repository of structured organic reaction records. describe an organic reaction: reactants, conditions, products, and yield Starting materials: O1CCCC1 (tetrahydrofuran), C(CC)(=O)OC(CC)=O (propionic anhydride), C1=CC2=C(C=C1O)C(=CN2)CCN.Cl (serotonin hydrochloride), C([O-])([O-])=O.[Na+].[Na+] (sodium carbonate). The solvent is O (water), O (water). Conditions: temperature 0 celsius, time 2 hour. Yields the product OC=1C=C2C(=CNC2=CC1)CCNC(CC)=O (N-[2-(5-Hydroxyindol-3-yl)ethyl]propionamide). The yield is 98.0%. RXN SMILES: [CH:1]1[C:6]([OH:7])=[CH:5][C:4]2[C:8]([CH2:11][CH2:12][NH2:13])=[CH:9][NH:10][C:3]=2[CH:2]=1.Cl.[O:15]1C[CH2:18][CH2:17][CH2:16]1.C(=O)([O-])[O-].[Na+].[Na+].C(OC(=O)CC)(=O)CC>O>[OH:7][C:6]1[CH:5]=[C:4]2[C:3](=[CH:2][CH:1]=1)[NH:10][CH:9]=[C:8]2[CH2:11][CH2:12][NH:13][C:16](=[O:15])[CH2:17][CH3:18] |f:0.1,3.4.5|. Reported procedure: To a solution of serotonin hydrochloride (10 g, 47.5 mmol.) in water (50 mL) were added, under argon atmosphere, tetrahydrofuran (20 mL) and a solution of sodium carbonate (5.3 g) in water (20 mL). The mixture was cooled to 0° C., to which was added propionic anhydride (6.2 g, 49.9 mmol.). The mixture was stirred for 2 hours at room temperature. The reaction mixture was subjected to extraction with ethyl acetate. The extract solution was washed with 1N HCl, a saturated aqueous solution of sodium... Starting materials: ClCC(CN1CCN(CC1)C1=C(C=CC=C1)OCC(F)(F)F)(C)C (1-chloro-2,2-dimethyl-3-{4-[2-(2,2,2-trifluoroethoxy)phenyl]piperazin-1-yl}propane), C(C1=CC=CC=C1)N1C(NC(C(=C1)C)=O)=O (1-benzyl-5-methyl-2,4(1H,3H)-pyrimidinedione). The product is C(C1=CC=CC=C1)N1C(N(C(C(=C1)C)=O)CC(CN1CCN(CC1)C1=C(C=CC=C1)OCC(F)(F)F)(C)C)=O (1-benzyl-3-(3-{4-[2-(2,2,2-trifluoroethoxy)phenyl]piperazin-1-yl}-2,2-dimethylpropyl)-5-methyl-2,4(1H,3H)-pyrimidinedione). As a reaction SMILES: Cl[CH2:2][C:3]([CH3:24])([CH3:23])[CH2:4][N:5]1[CH2:10][CH2:9][N:8]([C:11]2[CH:16]=[CH:15][CH:14]=[CH:13][C:12]=2[O:17][CH2:18][C:19]([F:22])([F:21])[F:20])[CH2:7][CH2:6]1.[CH2:25]([N:32]1[CH:37]=[C:36]([CH3:38])[C:35](=[O:39])[NH:34][C:33]1=[O:40])[C:26]1[CH:31]=[CH:30][CH:29]=[CH:28][CH:27]=1>>[CH2:25]([N:32]1[CH:37]=[C:36]([CH3:38])[C:35](=[O:39])[N:34]([CH2:2][C:3]([CH3:24])([CH3:23])[CH2:4][N:5]2[CH2:10][CH2:9][N:8]([C:11]3[CH:16]=[CH:15][CH:14]=[CH:13][C:12]=3[O:17][CH2:18][C:19]([F:22])([F:21])[F:20])[CH2:7][CH2:6]2)[C:33]1=[O:40])[C:26]1[CH:27]=[CH:28][CH:29]=[CH:30][CH:31]=1. Procedure: substituting 1-chloro-2,2-dimethyl-3-{4-[2-(2,2,2-trifluoroethoxy)phenyl]piperazin-1-yl}propane and 1-benzyl-5-methyl-2,4(1H,3H)-pyrimidinedione gave 1-benzyl-3-(3-{4-[2-(2,2,2-trifluoroethoxy)phenyl]piperazin-1-yl}-2,2-dimethylpropyl)-5-methyl-2,4(1H,3H)-pyrimidinedione. Starting materials: COC(=O)c1cccc2nc(-c3ccc(C#N)cc3)c(C=O)n12, [BH3-]C#N, COc1ccc(CN)c(OC)c1, CO, ClCCl, [Na+], [Na+], O=C([O-])O. Product: COc1ccc(CN2Cc3c(-c4ccc(C#N)cc4)nc4cccc(n34)C2=O)c(OC)c1. Reaction SMILES: [C:1](#[N:2])[c:3]1[cH:4][cH:5][c:6](-[c:9]2[n:10][c:11]3[n:12]([c:13]([C:17](=[O:18])[O:19][CH3:20])[cH:14][cH:15][cH:16]3)[c:21]2[CH:22]=[O:23])[cH:7][cH:8]1.[C:36]([BH3-:37])#[N:38].[CH3:24][O:25][c:26]1[c:27]([CH2:28][NH2:29])[cH:30][cH:31][c:32]([O:34][CH3:35])[cH:33]1.[CH3:45][OH:46].[Cl:47][CH2:48][Cl:49].[Na+:39].[Na+:44].[O-:40][C:41]([OH:42])=[O:43]>>[C:1](#[N:2])[c:3]1[cH:4][cH:5][c:6](-[c:9]2[n:10][c:11]3[n:12]4[c:13]([cH:14][cH:15][cH:16]3)[C:17](=[O:18])[N:29]([CH2:28][c:27]3[c:26]([O:25][CH3:24])[cH:33][c:32]([O:34][CH3:35])[cH:31][cH:30]3)[CH2:22][c:21]24)[cH:7][cH:8]1. The reactants are Cc1cc(B2OC(C)(C)C(C)(C)O2)cc([N+](=O)[O-])c1N, CO. The product is Cc1cc(B2OC(C)(C)C(C)(C)O2)cc(N)c1N. As a reaction SMILES: [CH3:1][c:2]1[c:3]([NH2:4])[c:5]([N+:18]([O-:19])=[O:20])[cH:6][c:7]([B:9]2[O:10][C:11]([CH3:16])([CH3:17])[C:12]([CH3:14])([CH3:15])[O:13]2)[cH:8]1.[CH3:21][OH:22]>>[CH3:1][c:2]1[c:3]([NH2:4])[c:5]([NH2:18])[cH:6][c:7]([B:9]2[O:10][C:11]([CH3:16])([CH3:17])[C:12]([CH3:14])([CH3:15])[O:13]2)[cH:8]1. The reactants are CCCCCCCNCCc1csc(SC(C)(C)C(=O)OC(C)(C)C)n1, ClCCl, O=C(N=C=S)OCC1c2ccccc2-c2ccccc21. Yields the product CCCCCCCN(CCc1csc(SC(C)(C)C(=O)OC(C)(C)C)n1)C(=S)NC(=O)OCC1c2ccccc2-c2ccccc21. RXN SMILES: [C:1]([CH3:2])([CH3:3])([CH3:4])[O:5][C:6]([C:7]([CH3:8])([CH3:9])[S:10][c:11]1[s:12][cH:13][c:14]([CH2:16][CH2:17][NH:18][CH2:19][CH2:20][CH2:21][CH2:22][CH2:23][CH2:24][CH3:25])[n:15]1)=[O:26].[Cl:47][CH2:48][Cl:49].[cH:27]1[cH:28][cH:29][cH:30][c:31]2[c:39]1[CH:38]([CH2:40][O:41][C:42](=[O:43])[N:44]=[C:45]=[S:46])[c:37]1[c:32]-2[cH:33][cH:34][cH:35][cH:36]1>>[C:1]([CH3:2])([CH3:3])([CH3:4])[O:5][C:6]([C:7]([CH3:8])([CH3:9])[S:10][c:11]1[s:12][cH:13][c:14]([CH2:16][CH2:17][N:18]([CH2:19][CH2:20][CH2:21][CH2:22][CH2:23][CH2:24][CH3:25])[C:45]([NH:44][C:42]([O:41][CH2:40][CH:38]2[c:37]3[c:32]([cH:33][cH:34][cH:35][cH:36]3)-[c:31]3[cH:30][cH:29][cH:28][cH:27][c:39]32)=[O:43])=[S:46])[n:15]1)=[O:26].